This data is from the Open Reaction Database (ORD), a public repository of structured organic reaction records. The task is: describe an organic reaction: reactants, conditions, products, and yield The reactants are BrC(C(=O)OCC)C (ethyl 2-bromopropionate), COC1=CC=C(C(=O)C2=CC=C(C=C2)OC)C=C1 (4,4'-dimethoxybenzophenone). Reagents/catalysts: [Zn] (zinc). Run in C1=CC=CC=C1 (benzene). The product is COC1=CC=C(C=C1)C(C(C(=O)OCC)C)(O)C1=CC=C(C=C1)OC (Ethyl 3,3-bis(4-methoxyphenyl)-3-hydroxy-2-methylpropionate). Isolated yield 50.5%. RXN SMILES: Br[CH:2]([CH3:8])[C:3]([O:5][CH2:6][CH3:7])=[O:4].[CH3:9][O:10][C:11]1[CH:26]=[CH:25][C:14]([C:15]([C:17]2[CH:22]=[CH:21][C:20]([O:23][CH3:24])=[CH:19][CH:18]=2)=[O:16])=[CH:13][CH:12]=1>[Zn].C1C=CC=CC=1>[CH3:24][O:23][C:20]1[CH:19]=[CH:18][C:17]([C:15]([C:14]2[CH:25]=[CH:26][C:11]([O:10][CH3:9])=[CH:12][CH:13]=2)([OH:16])[CH:2]([CH3:8])[C:3]([O:5][CH2:6][CH3:7])=[O:4])=[CH:22][CH:21]=1. Reported procedure: A mixture of 8.25 g of ethyl 2-bromopropionate, 11.81 g of 4,4'-dimethoxybenzophenone, 7.16 g of zinc and 70 ml of benzene was heated on an oil bath for 4 hours under reflux. The mixture was then allowed to stand to cool, after which the reaction solution was filtered. The filtrate was washed with 10% w/v aqueous sulfuric acid, with water and with a saturated aqueous solution of sodium chloride, in that order. After the mixture had been dried, the solvent was distilled off under reduced pressure... Starting materials: CCO, CCOC(C)=O, Fc1cc2c(cc1F)C(c1ccccc1Cl)=NCC(=S)N2, [H-], [Na+]. Product: CCOc1cc2c(cc1F)C(c1ccccc1Cl)=NCC(=S)N2. As a reaction SMILES: [CH3:22][CH2:23][OH:24].[CH3:27][CH2:28][O:29][C:30](=[O:31])[CH3:32].[Cl:1][c:2]1[c:3]([C:8]2=[N:9][CH2:10][C:11](=[S:21])[NH:12][c:13]3[c:14]2[cH:15][c:16]([F:20])[c:17]([F:19])[cH:18]3)[cH:4][cH:5][cH:6][cH:7]1.[H-:25].[Na+:26]>>[Cl:1][c:2]1[c:3]([C:8]2=[N:9][CH2:10][C:11](=[S:21])[NH:12][c:13]3[c:14]2[cH:15][c:16]([F:20])[c:17]([O:24][CH2:23][CH3:22])[cH:18]3)[cH:4][cH:5][cH:6][cH:7]1. Reactants: O=[N+]([O-])c1ccc(CCBr)cc1, O=C([O-])[O-], COc1ccc2c(c1)CCNC2, [K+], [K+], CN(C)C=O. The product is COc1ccc2c(c1)CCN(CCc1ccc([N+](=O)[O-])cc1)C2. RXN SMILES: [Br:1][CH2:2][CH2:3][c:4]1[cH:5][cH:6][c:7]([N+:10](=[O:11])[O-:12])[cH:8][cH:9]1.[C:25](=[O:26])([O-:27])[O-:28].[CH3:13][O:14][c:15]1[cH:16][c:17]2[c:22]([cH:23][cH:24]1)[CH2:21][NH:20][CH2:19][CH2:18]2.[K+:29].[K+:30].[O:31]=[CH:32][N:33]([CH3:34])[CH3:35]>>[CH2:2]([CH2:3][c:4]1[cH:5][cH:6][c:7]([N+:10](=[O:11])[O-:12])[cH:8][cH:9]1)[N:20]1[CH2:19][CH2:18][c:17]2[cH:16][c:15]([O:14][CH3:13])[cH:24][cH:23][c:22]2[CH2:21]1.